This data is from the Open Reaction Database (ORD), a public repository of structured organic reaction records. The task is: describe an organic reaction: reactants, conditions, products, and yield Starting materials: [N+](=O)([O-])C1=CC=C(C=C1)CC(=O)NN (2-(4-nitrophenyl)acetohydrazide), C(OCC)(=O)Cl (ethyl chlorocarbonate), O=P12OP3(=O)OP(=O)(O1)OP(=O)(O2)O3 (diphosphorus pentaoxide), C[Si](O[Si](C)(C)C)(C)C (hexamethyldisiloxane). Solvent: O (Water), O (Water), CN(C(C)=O)C (N,N-dimethylacetamide), ClC1=C(C=CC=C1)Cl (1,2-dichlorobenzene). Run at time 1 hour. Product: [N+](=O)([O-])C1=CC=C(CC2=NNC(O2)=O)C=C1 (5-(4-nitrobenzyl)-1,3,4-oxadiazol-2(3H)-one). The yield is 51.2%. RXN SMILES: [N+:1]([C:4]1[CH:9]=[CH:8][C:7]([CH2:10][C:11]([NH:13][NH2:14])=[O:12])=[CH:6][CH:5]=1)([O-:3])=[O:2].[C:15](Cl)(=O)[O:16]CC.O=P12OP3(OP(OP(O3)(O1)=O)(=O)O2)=O.C[Si](C)(C)O[Si](C)(C)C>O.ClC1C=CC=CC=1Cl.CN(C)C(=O)C>[N+:1]([C:4]1[CH:5]=[CH:6][C:7]([CH2:10][C:11]2[O:12][C:15](=[O:16])[NH:14][N:13]=2)=[CH:8][CH:9]=1)([O-:3])=[O:2]. Procedure: A mixture of 2-(4-nitrophenyl)acetohydrazide (0.50 g), ethyl chlorocarbonate (0.34 g) and N,N-dimethylacetamide (10 mL) was stirred at room temperature for 1 hr. Water was added to the reaction mixture, and the mixture was extracted with ethyl acetate. The organic layer was washed successively with saturated aqueous sodium hydrogen carbonate and saturated brine, dried over anhydrous magnesium sulfate, and concentrated to give colorless crystals. A mixture of the obtained crystals, diphosphorus p... Solvent: CCOCC (ether), CCOCC (ether). Reaction SMILES: [CH:1]1[C:6]([Cl:7])=[CH:5][CH:4]=[C:3](Cl)[CH:2]=1.[CH2:9]([Mg]Cl)[CH2:10][CH2:11][CH3:12]>CCOCC>[CH2:9]([C:3]1[CH:2]=[CH:1][C:6]([Cl:7])=[CH:5][CH:4]=1)[CH2:10][CH2:11][CH3:12]. Reactants: C1=CC(=CC=C1Cl)Cl (p-dichlorobenzene), [NiCltriphos]PF6, C(CCC)[Mg]Cl (nBuMgCl). The yield is 23.6%. Reported procedure: To 2.00 g (13.61 mmoles) of p-dichlorobenzene, and 0.050 g of [NiCltriphos]PF6 in 20 mL of ether at -78° C. was added 7.0 mL (14 mmoles) of 2M nBuMgCl in ether. After refluxing overnight and workup with NH4Cl solution, the residue (602 mg of 1.698 g) was flash-chromatographed with 5% EtOAc/hexane on silica gel to give 542 mg (67%) of 1-butyl-4-chlorobenzene. 1H NMR (200 MHz, CDCl3): δ7.22 (m,2H), 7.05 (m,2H), 2.59 (t, J=5.5 Hz, 2H), 1.58 (m, 2H), 1.34 (m,2H) 0.95 (t, J=5.2 Hz, 3H). IR(neat): 295... Product: C(CCC)C1=CC=C(C=C1)Cl (1-butyl-4-chlorobenzene). Reactants: [Al+3], CCOC(=O)C1CCN(Cc2ccccc2)CC1, CCOCC, [H-], [H-], [H-], [H-], [Li+]. Yields the product OCC1CCN(Cc2ccccc2)CC1. As a reaction SMILES: [Al+3:20].[CH2:1]([c:2]1[cH:3][cH:4][cH:5][cH:6][cH:7]1)[N:8]1[CH2:9][CH2:10][CH:11]([C:14](=[O:15])[O:16][CH2:17][CH3:18])[CH2:12][CH2:13]1.[CH3:25][CH2:26][O:27][CH2:28][CH3:29].[H-:19].[H-:22].[H-:23].[H-:24].[Li+:21]>>[CH2:1]([c:2]1[cH:3][cH:4][cH:5][cH:6][cH:7]1)[N:8]1[CH2:9][CH2:10][CH:11]([CH2:14][OH:15])[CH2:12][CH2:13]1. Reaction SMILES: [CH3:42][c:43]1[cH:44][cH:45][cH:46][cH:47][cH:48]1.[F:19][c:20]1[cH:21][c:22]2[cH:23][c:24]([C:29](=[O:30])[O:31][CH2:32][CH3:33])[nH:25][c:26]2[cH:27][cH:28]1.[N:1]([C:2]([N:3]1[CH2:4][CH2:5][CH2:6][CH2:7][CH2:8]1)=[O:9])=[N:10][C:11]([N:12]1[CH2:13][CH2:14][CH2:15][CH2:16][CH2:17]1)=[O:18].[n:34]1[cH:35][cH:36][c:37]([CH2:40][OH:41])[cH:38][cH:39]1>>[F:19][c:20]1[cH:21][c:22]2[cH:23][c:24]([C:29](=[O:30])[O:31][CH2:32][CH3:33])[n:25]([CH2:40][c:37]3[cH:36][cH:35][n:34][cH:39][cH:38]3)[c:26]2[cH:27][cH:28]1. The reactants are Cc1ccccc1, CCOC(=O)c1cc2cc(F)ccc2[nH]1, O=C(N=NC(=O)N1CCCCC1)N1CCCCC1, OCc1ccncc1. The product is CCOC(=O)c1cc2cc(F)ccc2n1Cc1ccncc1. Starting materials: C(#N)CC(=O)NC1=C(C=C(C=C1)F)C (2-Cyano-N-(4-fluoro-2-methylphenyl)acetamide), COC=CC(C)=O (4-methoxybut-3-en-2-one), N12CCN(CC1)CC2 (1,4-diazabicyclo[2.2.2]octane). Solvent: COCCOCCO (2-(2-methoxyethoxy)ethanol), C(C)(=O)OCC (ethyl acetate). Reaction conditions: temperature 120 celsius, time 6 hour. Product: FC1=CC(=C(C=C1)N1C(C(=CC=C1C)C#N)=O)C (1-(4-fluoro-2-methylphenyl)-6-methyl-2-oxo-1,2-dihydropyridine-3-carbonitrile). Yield: 26.0%. Reaction SMILES: [C:1]([CH2:3][C:4]([NH:6][C:7]1[CH:12]=[CH:11][C:10]([F:13])=[CH:9][C:8]=1[CH3:14])=[O:5])#[N:2].CO[CH:17]=[CH:18][C:19](=O)[CH3:20].N12CCN(CC1)CC2>COCCOCCO.C(OCC)(=O)C>[F:13][C:10]1[CH:11]=[CH:12][C:7]([N:6]2[C:19]([CH3:20])=[CH:18][CH:17]=[C:3]([C:1]#[N:2])[C:4]2=[O:5])=[C:8]([CH3:14])[CH:9]=1. Procedure details: 2-Cyano-N-(4-fluoro-2-methylphenyl)acetamide (2.0 g, 10 mmol) and 4-methoxybut-3-en-2-one (1.4 mL, 13 mmol) were suspended in 2-(2-methoxyethoxy)ethanol (20 mL), and 1,4-diazabicyclo[2.2.2]octane (1.2 g, 10 mmol) was added. The mixture was stirred at 120° C. for 6 hr, and cooled to room temperature. The mixture was diluted with ethyl acetate (40 mL), and washed with saturated aqueous sodium hydrogen carbonate solution. Then the organic layer was dried over anhydrous sodium sulfate, and the solve... The reactants are N (NH3), oil, COC1=CC(=C(C=C1)C=1C=C2CCCN3C2=C(C1)[C@H]1[C@@H]3CCNC1)C(F)(F)F ((7aS,11aR)-2-[4-methoxy-2-(trifluoromethyl)phenyl]-5,6,7a,8,9,10,11,11a-octahydro-4H-pyrido[3′,4′:4,5]pyrrolo[3,2,1-ij]quinoline), BrCC(F)F (2-bromo-1,1-difluoroethane). Product: FC(CN1C[C@@H]2[C@@H](N3CCCC4=CC(=CC2=C34)C3=C(C=C(C=C3)OC)C(F)(F)F)CC1)F ((7aS,11aR)-10-(2,2-difluoroethyl)-2-[4-methoxy-2-(trifluoromethyl)phenyl]-5,6,7a,8,9,10,11,11a-octahydro-4H-pyrido[3′,4′:4,5]pyrrolo[3,2,1-ij]quinoline). Reaction SMILES: [CH3:1][O:2][C:3]1[CH:8]=[CH:7][C:6]([C:9]2[CH:10]=[C:11]3[C:16]4=[C:17]([C@@H:19]5[CH2:24][NH:23][CH2:22][CH2:21][C@@H:20]5[N:15]4[CH2:14][CH2:13][CH2:12]3)[CH:18]=2)=[C:5]([C:25]([F:28])([F:27])[F:26])[CH:4]=1.Br[CH2:30][CH:31]([F:33])[F:32].N>>[F:32][CH:31]([F:33])[CH2:30][N:23]1[CH2:22][CH2:21][C@@H:20]2[N:15]3[C:16]4[C:11](=[CH:10][C:9]([C:6]5[CH:7]=[CH:8][C:3]([O:2][CH3:1])=[CH:4][C:5]=5[C:25]([F:28])([F:26])[F:27])=[CH:18][C:17]=4[C@@H:19]2[CH2:24]1)[CH2:12][CH2:13][CH2:14]3. Procedure details: The title compound was prepared by the method of Example 382 as a yellow oil (27 mg, 77%) from (7aS,11aR)-2-[4-methoxy-2-(trifluoromethyl)phenyl]-5,6,7a,8,9,10,11,11a-octahydro-4H-pyrido[3′,4′:4,5]pyrrolo[3,2,1-ij]quinoline (30 mg, 0.077 mmol) and 2-bromo-1,1-difluoroethane (35 mg, 0.23 mmol). MS (CI, NH3): 453.1 (base, M+H). Reactants: O=C([O-])[O-], C=CCBr, [K+], [K+], CN(C)C=O, COC(=O)c1cc(O)cc(O)c1. Yields the product C=CCOc1cc(O)cc(C(=O)OC)c1. RXN SMILES: [C:13](=[O:14])([O-:15])[O-:16].[CH2:19]([CH:20]=[CH2:21])[Br:22].[K+:17].[K+:18].[O:23]=[CH:24][N:25]([CH3:26])[CH3:27].[OH:1][c:2]1[cH:3][c:4]([C:5](=[O:6])[O:7][CH3:8])[cH:9][c:10]([OH:12])[cH:11]1>>[OH:1][c:2]1[cH:3][c:4]([C:5](=[O:6])[O:7][CH3:8])[cH:9][c:10]([O:12][CH2:21][CH:20]=[CH2:19])[cH:11]1.